Dataset: the Open Reaction Database (ORD), a public repository of structured organic reaction records. Task: describe an organic reaction: reactants, conditions, products, and yield Reactants: CS(=O)(=O)C=C (Methylvinyl sulphone), CN (methylamine), Cl (HCl). Run in C(C)O (ethanol). Conditions: time 8 hour. Yields the product Cl.CNCCS(=O)(=O)C (N-Methyl-N-(2-methanesulphonyl-ethyl)amine hydrochloride). Reaction SMILES: [CH3:1][S:2]([CH:5]=[CH2:6])(=[O:4])=[O:3].[CH3:7][NH2:8].[ClH:9]>C(O)C>[ClH:9].[CH3:7][NH:8][CH2:6][CH2:5][S:2]([CH3:1])(=[O:4])=[O:3] |f:4.5|. Procedure details: Methylvinyl sulphone (2.1 g, 19.78 mmol) and methylamine (33% solution in IMS, 40 ml, excess) were mixed and heated at reflux under a nitrogen atmosphere for 6 hours. After standing overnight at room temperature, the mixture was concentrated in vacuo to give a yellow oil, which was treated with ethereal HCl to give a sticky solid. Trituration with absolute ethanol gave the title compound as a white solid which was collected by filtration and dried at 60° C. in vacuo (1.01 g, 5.82 mmol, 29%); δH ... The reactants are C(C)(C)(C)OC(=O)N\N=C(\CCCC(=O)O)/C#C[Si](C)(C)C ((5Z)-5-[(Tert-butoxycarbonyl)hydrazono]-7-(trimethylsilyl)hept-6-ynoic acid), solution, [F-].C(CCC)[N+](CCCC)(CCCC)CCCC (tetrabutylammonium fluoride). Solvent: C1CCOC1 (THF), C1CCOC1 (THF). Reaction conditions: time 48 hour. The product is C(C)(C)(C)OC(=O)N1N=C(C=C1)CCCC(=O)O (4-[1-(Tert-butoxycarbonyl)-1H-pyrazol-3-yl]butanoic acid). The yield is 100.0%. RXN SMILES: [C:1]([O:5][C:6]([NH:8]/[N:9]=[C:10](\[C:17]#[C:18][Si](C)(C)C)/[CH2:11][CH2:12][CH2:13][C:14]([OH:16])=[O:15])=[O:7])([CH3:4])([CH3:3])[CH3:2].[F-].C([N+](CCCC)(CCCC)CCCC)CCC>C1COCC1>[C:1]([O:5][C:6]([N:8]1[CH:18]=[CH:17][C:10]([CH2:11][CH2:12][CH2:13][C:14]([OH:16])=[O:15])=[N:9]1)=[O:7])([CH3:4])([CH3:3])[CH3:2] |f:1.2|. Reported procedure: To a stirred solution of 77.0 g, (236 mmol) of (5Z)-5-[(tert-butoxycarbonyl)hydrazono]-7-(trimethylsilyl)hept-6-ynoic acid from step B above in 500 mL of THF was added 350 mL (350 mmol) of a 1.0 M solution of tetrabutylammonium fluoride in THF over 30 min. The resulting mixture was stirred at ambient temperature for 48 h and then evaporated to dryness in vacuo. The residue was diluted with 1 L of a 5% aqueous acetic acid solution and the aqueous phase extracted with ethyl acetate (3×350 mL). The... Starting materials: O=C([O-])[O-], ClCc1ccnc(Cl)c1, [K+], [K+], O. Product: OCc1ccnc(Cl)c1. Reaction SMILES: [C:10]([O-:11])(=[O:12])[O-:13].[Cl:1][CH2:2][c:3]1[cH:4][c:5]([Cl:9])[n:6][cH:7][cH:8]1.[K+:14].[K+:15].[OH2:16]>>[CH2:2]([c:3]1[cH:4][c:5]([Cl:9])[n:6][cH:7][cH:8]1)[OH:11]. Reactants: CC(C)=O, CN(C(=O)Cc1ccc(Cl)c(Cl)c1)C1CCC2(CC1N1CCCC1)OCCO2, Cl. Yields the product CN(C(=O)Cc1ccc(Cl)c(Cl)c1)C1CCC(=O)CC1N1CCCC1. As a reaction SMILES: [CH3:30][C:31](=[O:32])[CH3:33].[Cl:1][c:2]1[cH:3][c:4]([CH2:9][C:10](=[O:11])[N:12]([CH:13]2[CH:14]([N:23]3[CH2:24][CH2:25][CH2:26][CH2:27]3)[CH2:15][C:16]3([O:17][CH2:20][CH2:19][O:18]3)[CH2:21][CH2:22]2)[CH3:28])[cH:5][cH:6][c:7]1[Cl:8].[ClH:29]>>[Cl:1][c:2]1[cH:3][c:4]([CH2:9][C:10](=[O:11])[N:12]([CH:13]2[CH:14]([N:23]3[CH2:24][CH2:25][CH2:26][CH2:27]3)[CH2:15][C:16](=[O:17])[CH2:21][CH2:22]2)[CH3:28])[cH:5][cH:6][c:7]1[Cl:8].